From a dataset of the Open Reaction Database (ORD), a public repository of structured organic reaction records. describe an organic reaction: reactants, conditions, products, and yield The reactants are [Li]C(C)CC (s-BuLi), C1CCCCC1 (cyclohexane), C(=O)=O.CC(=O)C (dry-ice acetone), C(C)N(C(C1=CC=CC=C1)=O)C(C(C)(C)C)OC (N-ethyl-N-(1-methoxy-2,2-dimethylpropyl)benzamide), CN(C)CCN(C)C (TMEDA), C[Si](C)(C)Cl (TMSCl), C(=O)=O.CC(=O)C (dry-ice acetone). Solvent: C1CCOC1 (THF), C1CCOC1 (THF). Conditions: temperature -78 celsius, time 1 hour. Yields the product C(C)N(C(C1=C(C=CC=C1)[Si](C)(C)C)=O)C(C(C)(C)C)OC (N-Ethyl-N-(1-methoxy-2,2-dimethylpropyl)-2-(trimethylsilyl)benzamide). Yield: 99.1%. Reaction SMILES: [Li]C(CC)C.C1CCCCC1.C(=O)=O.CC(C)=O.[CH2:19]([N:21]([CH:30]([O:35][CH3:36])[C:31]([CH3:34])([CH3:33])[CH3:32])[C:22](=[O:29])[C:23]1[CH:28]=[CH:27][CH:26]=[CH:25][CH:24]=1)[CH3:20].CN(CCN(C)C)C.[CH3:45][Si:46](Cl)([CH3:48])[CH3:47]>C1COCC1>[CH2:19]([N:21]([CH:30]([O:35][CH3:36])[C:31]([CH3:32])([CH3:34])[CH3:33])[C:22](=[O:29])[C:23]1[CH:24]=[CH:25][CH:26]=[CH:27][C:28]=1[Si:46]([CH3:48])([CH3:47])[CH3:45])[CH3:20] |f:2.3|. Procedure details: A solution of 1.3M s-BuLi in cyclohexane (140.6 mL, 182.8 mmol) was added dropwise to a dry-ice/acetone cooled solution of N-ethyl-N-(1-methoxy-2,2-dimethylpropyl)benzamide (35 g, 140.6 mmol) and TMEDA (25.44 mL, 168.6 mmol) in THF (280 mL), maintaining the internal reaction temperature ≤-60° C. The yellow solution was stirred at -78° C. for 1 h, then was cannulated into a dry-ice/acetone cooled solution of TMSCl (26.72 mL, 210.6 mmol) in THF (140 mL) at a rate which maintained the internal reac...